This data is from the Open Reaction Database (ORD), a public repository of structured organic reaction records. The task is: describe an organic reaction: reactants, conditions, products, and yield The reactants are FC1=CC2=C(C(OC(N2)=O)=O)C=C1 (7-fluoro-1H-3,1-benzoxazine-2,4-dione), C[O-].[Na+] (sodium methoxide). The solvent is CO (methanol). Yields the product FC=1C=C(C(C(=O)OC)=CC1)N (methyl 4-fluoroanthranilate). Reaction SMILES: [F:1][C:2]1[CH:13]=[CH:12][C:5]2[C:6](=[O:11])[O:7][C:8](=O)[NH:9][C:4]=2[CH:3]=1.C[O-].[Na+]>CO>[F:1][C:2]1[CH:3]=[C:4]([NH2:9])[C:5](=[CH:12][CH:13]=1)[C:6]([O:7][CH3:8])=[O:11] |f:1.2|. Procedure: A mixture of 7-fluoro-1H-3,1-benzoxazine-2,4-dione (13.5 g) and sodium methoxide (0.2 g) in methanol (30 ml), was heated on a steam bath until vigorous bubbling ceased. It was then heated under reflux for 31/2 hours, cooled, added to aqueous sodium bicarbonate (10%; 300 ml) and extracted with ethyl acetate. The extract was washed with water dried and evaporated to give methyl 4-fluoroanthranilate, mp 68°-70°. (Compound 8). Starting materials: ClC1=C2C=CC=NC2=CC=C1C(C1=CC(=CC=C1)C(F)(F)F)Cl ((±)-5-chloro-6-[chloro[3-(trifluoromethyl) phenyl]methyl]quinoline), N1N=CN=C1 (1,2,4-triazole), C([O-])([O-])=O.[K+].[K+] (potassium carbonate). The solvent is C(C)#N (acetonitrile). The product is ClC1=C2C=CC=NC2=CC=C1C(C1=CC(=CC=C1)C(F)(F)F)N1N=CN=C1 ((±)-5-chloro-6-[1H-1,2,4-triazol-1-yl[3-(trifluoromethyl)phenyl]-methyl]quinoline). The yield is 16.5%. RXN SMILES: [Cl:1][C:2]1[C:11]([CH:12](Cl)[C:13]2[CH:18]=[CH:17][CH:16]=[C:15]([C:19]([F:22])([F:21])[F:20])[CH:14]=2)=[CH:10][CH:9]=[C:8]2[C:3]=1[CH:4]=[CH:5][CH:6]=[N:7]2.[NH:24]1[CH:28]=[N:27][CH:26]=[N:25]1.C(=O)([O-])[O-].[K+].[K+]>C(#N)C>[Cl:1][C:2]1[C:11]([CH:12]([N:24]2[CH:28]=[N:27][CH:26]=[N:25]2)[C:13]2[CH:18]=[CH:17][CH:16]=[C:15]([C:19]([F:22])([F:21])[F:20])[CH:14]=2)=[CH:10][CH:9]=[C:8]2[C:3]=1[CH:4]=[CH:5][CH:6]=[N:7]2 |f:2.3.4|. Procedure details: A mixture of intermediate 6 (8.4 g), 1,2,4-triazole (4.89 g) and potassium carbonate (9.78 g) in acetonitrile (300 ml) was stirred and refluxed for 12 hours. The solvent was evaporated and the residue was partitioned between CH2Cl2 and water. The separated organic layer was dried over MgSO4, filtered and the filtrate evaporated. The residue was purified by column chromatography over silica gel (eluent: CH2Cl2 /CH3OH/NH4OH 98.5/1.5/0.1). The pure fractions were collected and the solvent evaporate...